Dataset: the Open Reaction Database (ORD), a public repository of structured organic reaction records. Task: describe an organic reaction: reactants, conditions, products, and yield Reactants: N1N=CN=C1 (1H-1,2,4-triazole), FC1=C(C=CC(=C1)F)[C@]1(OC1)[C@@H](C)N1C2=NC=NC(=C2N=C1)C ((2S)-2-(2,4-difluorophenyl)-2-[(1R)-1-[6-methyl-9(9H)-purinyl]ethyl] oxirane). Yields the product FC1=C(C=CC(=C1)F)[C@@](CN1N=CN=C1)([C@@H](C)N1C2=NC=NC(=C2N=C1)C)O ((2R,3R)-2-(2,4-Difluorophenyl)-3-[6-methyl-9(9H)-purinyl]-1-(1H-1,2,4-triazol-1-yl)-2-butanol). Yield: 16.7%. RXN SMILES: [NH:1]1[CH:5]=[N:4][CH:3]=[N:2]1.[F:6][C:7]1[CH:12]=[C:11]([F:13])[CH:10]=[CH:9][C:8]=1[C@:14]1([C@H:17]([N:19]2[CH:27]=[N:26][C:25]3[C:20]2=[N:21][CH:22]=[N:23][C:24]=3[CH3:28])[CH3:18])[CH2:16][O:15]1>>[F:6][C:7]1[CH:12]=[C:11]([F:13])[CH:10]=[CH:9][C:8]=1[C@:14]([OH:15])([C@H:17]([N:19]1[CH:27]=[N:26][C:25]2[C:20]1=[N:21][CH:22]=[N:23][C:24]=2[CH3:28])[CH3:18])[CH2:16][N:1]1[CH:5]=[N:4][CH:3]=[N:2]1. Procedure: Using 1H-1,2,4-triazole (167 mg) and (2S)-2-(2,4-difluorophenyl)-2-[(1R)-1-[6-methyl-9(9H)-purinyl]ethyl] oxirane (388 mg), Compound 48 (79 mg) was obtained as colorless prisms by the same way as in Example 1. As a reaction SMILES: [CH3:1][C:2]1([CH3:8])[NH:3][C:4](=[S:7])[NH:5][CH2:6]1.[CH3:9][I:10].[CH:11]([OH:12])([CH3:13])[CH3:14]>>[CH3:1][C:2]1([CH3:8])[N:3]=[C:4]([S:7][CH3:9])[NH:5][CH2:6]1.[IH:10]. Starting materials: CC1(C)CNC(=S)N1, CI, CC(C)O. The product is CSC1=NC(C)(C)CN1, I.